Dataset: the Open Reaction Database (ORD), a public repository of structured organic reaction records. Task: describe an organic reaction: reactants, conditions, products, and yield Starting materials: C1(=CC=CC=C1)C1=CC(=NO1)OC(C(=O)OCC)C(=O)OCC (diethyl 2-(5-phenyl-3-isoxazolyloxy)malonate), [H-].[Al+3].[Li+].[H-].[H-].[H-] (lithium aluminum hydride). Run in O1CCCC1 (tetrahydrofuran), O1CCCC1 (tetrahydrofuran). The product is C1(=CC=CC=C1)C1=CC(=NO1)OC(CO)CO (2-O-(5-Phenyl-3-isoxazolyl)glycerol). RXN SMILES: [C:1]1([C:7]2[O:11][N:10]=[C:9]([O:12][CH:13]([C:19](OCC)=[O:20])[C:14](OCC)=[O:15])[CH:8]=2)[CH:6]=[CH:5][CH:4]=[CH:3][CH:2]=1.[H-].[Al+3].[Li+].[H-].[H-].[H-]>O1CCCC1>[C:1]1([C:7]2[O:11][N:10]=[C:9]([O:12][CH:13]([CH2:14][OH:15])[CH2:19][OH:20])[CH:8]=2)[CH:2]=[CH:3][CH:4]=[CH:5][CH:6]=1 |f:1.2.3.4.5.6|. Reported procedure: A solution of 9.118 g of diethyl 2-(5-phenyl-3-isoxazolyloxy)malonate (prepared as described in Preparation 22) in 50 ml of tetrahydrofuran wa added dropwise to a suspension of 4.33 g of lithium aluminum hydride in 50 ml of tetrahydrofuran, whilst ice-cooling. The reaction mixture was then heated under reflux for 5 hours, after which it was worked-up in a similar manner to that described in Preparation 20, to afford 4.394 g if the title compound as white crystals, melting at 117°-119° C. (from a... The reactants are [OH-].[Na+] (sodium hydroxide), C1(NCCC2=CC=CC=C12)=O (3,4-dihydroisoquinolin-1(2H)-one), C(C=C)(=O)OC (methyl acrylate). Solvent: C1CCOC1 (THF), C1CCOC1 (THF). Reaction conditions: time 3 hour. Product: O=C1N(CCC2=CC=CC=C12)CCC(=O)OC (Methyl 3-(1-oxo-3,4-dihydroisoquinolin-2(1H)-yl)propanoate). Yield: 66.8%. As a reaction SMILES: [C:1]1(=[O:11])[C:10]2[C:5](=[CH:6][CH:7]=[CH:8][CH:9]=2)[CH2:4][CH2:3][NH:2]1.[OH-].[Na+].[C:14]([O:18][CH3:19])(=[O:17])[CH:15]=[CH2:16]>C1COCC1>[O:11]=[C:1]1[C:10]2[C:5](=[CH:6][CH:7]=[CH:8][CH:9]=2)[CH2:4][CH2:3][N:2]1[CH2:16][CH2:15][C:14]([O:18][CH3:19])=[O:17] |f:1.2|. Procedure details: Dissolve 3,4-dihydroisoquinolin-1(2H)-one (500 mg, 3.40 mmol) in THF (20 mL) and add sodium hydroxide (274.5 mg, 6.79 mmol) followed by methyl acrylate (438.7 mg, 5.10 mmol) in THF (1 mL). Stir the mixture at ambient temperature for 3 hours; quench with water (20 mL); and then dilute with EtOAc (100 mL). Wash the resulting mixture with brine; dry the organic phase over Na2SO4; filter; and concentrate the filtrate under reduced pressure to provide the title compound as a yellow oil (530 mg, 66.9%... The reactants are ClC1=C(C(CC=2NC=CN2)=O)C=CC(=C1)Cl (2,4-dichlorophenacylimidazole), O (water), C1(=CC=CC=C1)C (toluene), C(C=CC1=CC=CC=C1)N (cinnamylamine), O (water). Product: ClC1=C(C=CC(=C1)Cl)C=1N(C=CN1)CC=NCC=CC1=CC=CC=C1 (2-(2,4-Dichlorophenyl)-2-(3-phenylallylimino)ethyl-1H-imidazole). Reaction SMILES: [Cl:1][C:2]1[CH:15]=[C:14]([Cl:16])C=C[C:3]=1[C:4](=O)[CH2:5][C:6]1[NH:7][CH:8]=[CH:9][N:10]=1.[CH2:17]([NH2:26])[CH:18]=[CH:19][C:20]1[CH:25]=[CH:24][CH:23]=[CH:22][CH:21]=1.O.[C:28]1(C)C=CC=C[CH:29]=1>>[Cl:16][C:14]1[CH:15]=[C:2]([Cl:1])[CH:3]=[CH:4][C:5]=1[C:6]1[N:10]([CH2:28][CH:29]=[N:26][CH2:17][CH:18]=[CH:19][C:20]2[CH:25]=[CH:24][CH:23]=[CH:22][CH:21]=2)[CH:9]=[CH:8][N:7]=1. Reported procedure: 12.34 g (0.048 mol) of 2,4-dichlorophenacylimidazole and 6.66 g (0.05 mol) of cinnamylamine were suspended in 100 ml of toluene and the suspension was heated under reflux, using a water separator, until no further water of reaction was separated off. The solvent was removed in vacuo, after which 17.4 g (98% of theory) of a viscous oil were obtained. The reactants are Cl (HCl), C(C)(C)(C)OC(=O)N1CCC(CC1)CN1CCN(CC1)C1=NC(=NC=C1)C (1-tert-butoxycarbonyl-4-[1-(2-methylpyrimidin-4-yl)piperazin-4-ylmethyl]piperidine). The solvent is C(C)(=O)OCC (ethyl acetate), C(C)(=O)OCC (Ethyl acetate). Reaction conditions: time 3 hour. Yields the product Cl.Cl.Cl.CC1=NC=CC(=N1)N1CCN(CC1)CC1CCNCC1 (4-[1-(2-methylpyrimidin-4-yl)piperazin-4-ylmethyl]piperidine trihydrochloride). Reaction SMILES: [ClH:1].C(OC([N:9]1[CH2:14][CH2:13][CH:12]([CH2:15][N:16]2[CH2:21][CH2:20][N:19]([C:22]3[CH:27]=[CH:26][N:25]=[C:24]([CH3:28])[N:23]=3)[CH2:18][CH2:17]2)[CH2:11][CH2:10]1)=O)(C)(C)C>C(OCC)(=O)C>[ClH:1].[ClH:1].[ClH:1].[CH3:28][C:24]1[N:23]=[C:22]([N:19]2[CH2:20][CH2:21][N:16]([CH2:15][CH:12]3[CH2:13][CH2:14][NH:9][CH2:10][CH2:11]3)[CH2:17][CH2:18]2)[CH:27]=[CH:26][N:25]=1 |f:3.4.5.6|. Reported procedure: Ethyl acetate saturated with gaseous HCl (50 ml) was added to a solution of 1-tert-butoxycarbonyl-4-[1-(2-methylpyrimidin-4-yl)piperazin-4-ylmethyl]piperidine (3.02 g) in ethyl acetate (15 ml) and the resulting suspension stirred at ambient temperature for 3 hours. Solvent was evaporated to give 4-[1-(2-methylpyrimidin-4-yl)piperazin-4-ylmethyl]piperidine trihydrochloride (2.78 g) as a colourless foam. Reactants: [H-].[Na+] (Sodium hydride), CS(=O)C (dimethyl sulfoxide), C(C1=CN=CC=C1)(=O)C=1SC=CC1 (2-nicotinoylthiophene), [Br-].C(=O)(O)CCCCC[P+](C1=CC=CC=C1)(C1=CC=CC=C1)C1=CC=CC=C1 (5-carboxypentyltriphenylphosphonium bromide). Run in O1CCCC1 (tetrahydrofuran), O (water). Run at temperature 85 celsius, time 8 hour. Yields the product N1=CC(=CC=C1)/C(=C/CCCCC(=O)O)/C=1SC=CC1 ((Z)-7-(3-pyridyl)-7-(2-thienyl)-6-heptenoic acid). Isolated yield 28.5%. RXN SMILES: [H-].[Na+].CS(C)=O.[Br-].[C:8]([CH2:11][CH2:12][CH2:13][CH2:14][CH2:15][P+](C1C=CC=CC=1)(C1C=CC=CC=1)C1C=CC=CC=1)([OH:10])=[O:9].[C:35]([C:43]1[S:44][CH:45]=[CH:46][CH:47]=1)(=O)[C:36]1[CH:41]=[CH:40][CH:39]=[N:38][CH:37]=1>O1CCCC1.O>[N:38]1[CH:39]=[CH:40][CH:41]=[C:36](/[C:35](/[C:43]2[S:44][CH:45]=[CH:46][CH:47]=2)=[CH:15]/[CH2:14][CH2:13][CH2:12][CH2:11][C:8]([OH:10])=[O:9])[CH:37]=1 |f:0.1,3.4|. Reported procedure: Sodium hydride (60% in oil, 10 g, 0.25 mole) was added to dimethyl sulfoxide (250 ml) under argon and the mixture was stirred at 85° C. for an hour. The mixture was then cooled to room temperature and 5-carboxypentyltriphenylphosphonium bromide (52 g, 0.11 mole) was added gradually with the temperature being maintained at 40° C. The resulting mixture was stirred for 10 minutes, and a solution of 2-nicotinoylthiophene (20 g, 0.11 mole) in tetrahydrofuran (60 ml) was added dropwise. After the addi... Starting materials: C1CCOC1, COC(=O)C(Cc1ccc(O)cc1)NC(=O)OC(C)(C)C, O=[N+]([O-])O. Product: COC(=O)C(Cc1ccc(O)c([N+](=O)[O-])c1)NC(=O)OC(C)(C)C. Reaction SMILES: [CH2:26]1[O:27][CH2:28][CH2:29][CH2:30]1.[CH3:1][O:2][C:3]([CH:4]([NH:5][C:6](=[O:7])[O:8][C:9]([CH3:10])([CH3:11])[CH3:12])[CH2:13][c:14]1[cH:15][cH:16][c:17]([OH:20])[cH:18][cH:19]1)=[O:21].[OH:22][N+:23]([O-:24])=[O:25]>>[CH3:1][O:2][C:3]([CH:4]([NH:5][C:6](=[O:7])[O:8][C:9]([CH3:10])([CH3:11])[CH3:12])[CH2:13][c:14]1[cH:15][c:16]([N+:23](=[O:22])[O-:24])[c:17]([OH:20])[cH:18][cH:19]1)=[O:21]. Reactants: BrB(Br)Br, CCOC(=O)C1=Cc2cc(CC)c(OC)cc2OC1C(F)(F)F, ClCCl. Product: CCOC(=O)C1=Cc2cc(CC)c(O)cc2OC1C(F)(F)F. As a reaction SMILES: [B:24]([Br:25])([Br:26])[Br:27].[CH2:1]([CH3:2])[c:3]1[cH:4][c:5]2[c:10]([cH:11][c:12]1[O:13][CH3:14])[O:9][CH:8]([C:15]([F:16])([F:17])[F:18])[C:7]([C:19](=[O:20])[O:21][CH2:22][CH3:23])=[CH:6]2.[Cl:28][CH2:29][Cl:30]>>[CH2:1]([CH3:2])[c:3]1[cH:4][c:5]2[c:10]([cH:11][c:12]1[OH:13])[O:9][CH:8]([C:15]([F:16])([F:17])[F:18])[C:7]([C:19](=[O:20])[O:21][CH2:22][CH3:23])=[CH:6]2. Starting materials: FC(C1=CC=C(C=C1)N)(F)F (4-trifluoromethyl-phenylamine), BrC=1C=C(C=O)C=CC1 (3-bromobenzaldehyde), C=C(C)C (isobutene), FC(S(=O)(=O)[O-])(F)F.[Yb+3].FC(S(=O)(=O)[O-])(F)F.FC(S(=O)(=O)[O-])(F)F (ytterbium(III) trifluoromethanesulfonate). The solvent is C(C)#N (acetonitrile), C(C)(=O)OCC (ethyl acetate). Conditions: temperature 85 celsius, time 18 hour. Product: BrC=1C=C(C=CC1)C1NC2=CC=C(C=C2C(C1)(C)C)C(F)(F)F (2-(3-bromo-phenyl)-4,4-dimethyl-6-trifluoromethyl-1,2,3,4-tetrahydro-quinoline). Isolated yield 40.2%. Reaction SMILES: [F:1][C:2]([F:11])([F:10])[C:3]1[CH:8]=[CH:7][C:6]([NH2:9])=[CH:5][CH:4]=1.[Br:12][C:13]1[CH:14]=[C:15]([CH:18]=[CH:19][CH:20]=1)[CH:16]=O.[CH2:21]=[C:22]([CH3:24])[CH3:23].FC(F)(F)S([O-])(=O)=O.[Yb+3].FC(F)(F)S([O-])(=O)=O.FC(F)(F)S([O-])(=O)=O>C(#N)C.C(OCC)(=O)C>[Br:12][C:13]1[CH:14]=[C:15]([CH:16]2[CH2:21][C:22]([CH3:24])([CH3:23])[C:5]3[C:6](=[CH:7][CH:8]=[C:3]([C:2]([F:10])([F:11])[F:1])[CH:4]=3)[NH:9]2)[CH:18]=[CH:19][CH:20]=1 |f:3.4.5.6|. Reported procedure: To a stirred solution of 4-trifluoromethyl-phenylamine (12.6 g, 78.4 mmol) and 3-bromobenzaldehyde (9.2 mL, 78.4 mmol) in acetonitrile (150 mL) were added isobutene (21.0 mL, 313.5 mmol) and ytterbium(III) trifluoromethanesulfonate (Yb(OTf)3) (5.8 g, 9.5 mmol). The resulting mixture was stirred at 85° C. for 18 h in sealed tube. The mixture was diluted with ethyl acetate (300 mL) and washed with water (100 mL×2) and brine (100 mL×2) and then dried over anhydrous sodium sulfate. The solvent was r...